Task: describe an organic reaction: reactants, conditions, products, and yield. Dataset: the Open Reaction Database (ORD), a public repository of structured organic reaction records Reactants: CCO, COc1ccc2nc(Cl)nc(N(C)c3ccccc3)c2c1, Cc1cc(F)ccc1N. Yields the product COc1ccc2nc(Nc3ccc(F)cc3C)nc(N(C)c3ccccc3)c2c1. Reaction SMILES: [CH3:31][CH2:32][OH:33].[Cl:1][c:2]1[n:3][c:4]2[cH:5][cH:6][c:7]([O:20][CH3:21])[cH:8][c:9]2[c:10]([N:12]([CH3:13])[c:14]2[cH:15][cH:16][cH:17][cH:18][cH:19]2)[n:11]1.[F:22][c:23]1[cH:24][c:25]([CH3:30])[c:26]([NH2:27])[cH:28][cH:29]1>>[c:2]1([NH:27][c:26]2[c:25]([CH3:30])[cH:24][c:23]([F:22])[cH:29][cH:28]2)[n:3][c:4]2[cH:5][cH:6][c:7]([O:20][CH3:21])[cH:8][c:9]2[c:10]([N:12]([CH3:13])[c:14]2[cH:15][cH:16][cH:17][cH:18][cH:19]2)[n:11]1. The reactants are Fc1ccccc1OCCBr, O=C([O-])[O-], CN(CCN1CC2CNCC(C1)O2)S(=O)(=O)c1ccc(C#N)cc1, CC#N, Cl, Cl, [K+], [K+], O. Yields the product CN(CCN1CC2CN(CCOc3ccccc3F)CC(C1)O2)S(=O)(=O)c1ccc(C#N)cc1. As a reaction SMILES: [Br:27][CH2:28][CH2:29][O:30][c:31]1[c:32]([F:37])[cH:33][cH:34][cH:35][cH:36]1.[C:38](=[O:39])([O-:40])[O-:41].[C:3](#[N:4])[c:5]1[cH:6][cH:7][c:8]([S:11](=[O:12])(=[O:13])[N:14]([CH2:15][CH2:16][N:17]2[CH2:18][CH:19]3[CH2:20][NH:21][CH2:22][CH:23]([CH2:24]2)[O:25]3)[CH3:26])[cH:9][cH:10]1.[CH3:44][C:45]#[N:46].[ClH:1].[ClH:2].[K+:42].[K+:43].[OH2:47]>>[C:3](#[N:4])[c:5]1[cH:6][cH:7][c:8]([S:11](=[O:12])(=[O:13])[N:14]([CH2:15][CH2:16][N:17]2[CH2:18][CH:19]3[CH2:20][N:21]([CH2:28][CH2:29][O:30][c:31]4[c:32]([F:37])[cH:33][cH:34][cH:35][cH:36]4)[CH2:22][CH:23]([CH2:24]2)[O:25]3)[CH3:26])[cH:9][cH:10]1. Reactants: [N+](=O)([O-])C1=CC=C2CC(CNC2=C1)(C)C (7-nitro-1,2,3,4-tetrahydro-3,3-dimethylquinoline). The reagents and catalysts are [Pd] (Pd/C). The solvent is C(C)(=O)OCC (ethyl acetate). Product: NC1=CC=C2CC(CNC2=C1)(C)C (7-amino-1,2,3,4-tetrahydro-3,3-dimethylquinoline). Isolated yield 91.0%. As a reaction SMILES: [N+:1]([C:4]1[CH:13]=[C:12]2[C:7]([CH2:8][C:9]([CH3:15])([CH3:14])[CH2:10][NH:11]2)=[CH:6][CH:5]=1)([O-])=O>C(OCC)(=O)C.[Pd]>[NH2:1][C:4]1[CH:13]=[C:12]2[C:7]([CH2:8][C:9]([CH3:15])([CH3:14])[CH2:10][NH:11]2)=[CH:6][CH:5]=1. Reported procedure: A solution of 7-nitro-1,2,3,4-tetrahydro-3,3-dimethylquinoline (39 mg, 0.187 mmol) in ethyl acetate (2 mL) was hydrogenated under an atmosphere of hydrogen with 10% Pd/C (4 mg) at rt for 2 h. Filtration over Celite™ afforded 30 mg (91%) of 7-amino-1,2,3,4-tetrahydro-3,3-dimethylquinoline (structure 72A of Scheme LII, where R1-2═R5=H, R3-4=methyl) that was used without further purification in the next step. Compound 437 was prepared by General Method 13 (EXAMPLE 147) from 7-amino-1,2,3,4-tetrahyd... Reaction SMILES: [BH3:13].[CH2:14]1[O:15][CH2:16][CH2:17][CH2:18]1.[NH2:1][c:2]1[c:3]([C:4](=[O:5])[OH:6])[cH:7][c:8]([F:12])[cH:9][c:10]1[Br:11]>>[NH2:1][c:2]1[c:3]([CH2:4][OH:5])[cH:7][c:8]([F:12])[cH:9][c:10]1[Br:11]. The product is Nc1c(Br)cc(F)cc1CO. The reactants are B, C1CCOC1, Nc1c(Br)cc(F)cc1C(=O)O. Reactants: CC(C)(Cc1c(C(C)(C)C)c2cc(OCc3ccc4ccccc4n3)ccc2n1Cc1ccc(Cl)cc1)C(=O)O, O=C(Cl)Cc1ccccc1. Product: CC(C)(Cc1c(C(=O)Cc2ccccc2)c2cc(OCc3ccc4ccccc4n3)ccc2n1Cc1ccc(Cl)cc1)C(=O)O. As a reaction SMILES: [Cl:1][c:2]1[cH:3][cH:4][c:5]([CH2:6][n:7]2[c:8]([CH2:32][C:33]([C:34](=[O:35])[OH:36])([CH3:37])[CH3:38])[c:9]([C:28]([CH3:29])([CH3:30])[CH3:31])[c:10]3[cH:11][c:12]([O:16][CH2:17][c:18]4[n:19][c:20]5[cH:21][cH:22][cH:23][cH:24][c:25]5[cH:26][cH:27]4)[cH:13][cH:14][c:15]23)[cH:39][cH:40]1.[c:41]1([CH2:47][C:48](=[O:49])[Cl:50])[cH:42][cH:43][cH:44][cH:45][cH:46]1>>[Cl:1][c:2]1[cH:3][cH:4][c:5]([CH2:6][n:7]2[c:8]([CH2:32][C:33]([C:34](=[O:35])[OH:36])([CH3:37])[CH3:38])[c:9]([C:48]([CH2:47][c:41]3[cH:42][cH:43][cH:44][cH:45][cH:46]3)=[O:49])[c:10]3[cH:11][c:12]([O:16][CH2:17][c:18]4[n:19][c:20]5[cH:21][cH:22][cH:23][cH:24][c:25]5[cH:26][cH:27]4)[cH:13][cH:14][c:15]23)[cH:39][cH:40]1.